Dataset: the Open Reaction Database (ORD), a public repository of structured organic reaction records. Task: describe an organic reaction: reactants, conditions, products, and yield Reactants: OCCCO, C1CCOC1, ClCc1ccccc1, [H-], [Na+], CN(C)C=O, O. The product is OCCCOCc1ccccc1. Reaction SMILES: [CH2:1]([CH2:2][CH2:3][OH:4])[OH:5].[CH2:22]1[O:23][CH2:24][CH2:25][CH2:26]1.[Cl:13][CH2:14][c:15]1[cH:16][cH:17][cH:18][cH:19][cH:20]1.[H-:11].[Na+:12].[O:6]=[CH:7][N:8]([CH3:9])[CH3:10].[OH2:21]>>[CH2:1]([CH2:2][CH2:3][O:4][CH2:14][c:15]1[cH:16][cH:17][cH:18][cH:19][cH:20]1)[OH:5]. The reagents and catalysts are [Pd] (Pd/C). As a reaction SMILES: C(OC([NH:11][C@H:12]1[CH2:17][CH2:16][N:15]([C:18]2[O:19][C:20]([CH:30]([CH3:32])[CH3:31])=[C:21]([C:23]([O:25][CH2:26][CH2:27][CH2:28][CH3:29])=[O:24])[N:22]=2)[CH2:14][C@H:13]1[O:33][CH3:34])=O)C1C=CC=CC=1>[Pd].CO>[NH2:11][C@H:12]1[CH2:17][CH2:16][N:15]([C:18]2[O:19][C:20]([CH:30]([CH3:31])[CH3:32])=[C:21]([C:23]([O:25][CH2:26][CH2:27][CH2:28][CH3:29])=[O:24])[N:22]=2)[CH2:14][C@H:13]1[O:33][CH3:34]. The solvent is CO (methanol). Reported procedure: The same operation as in Example (95b) was performed using butyl cis(±)-2-(4-{[(benzyloxy)carbonyl]amino}-3-methoxypiperidin-1-yl)-5-isopropyl-1,3-oxazole-4-carboxylate obtained in Example (111b) (0.45 g, 0.95 mmol), 10% Pd/C (0.2 g) and methanol (3 mL), to obtain 0.31 g of the title compound as a yellow oily substance (96%). The product is N[C@@H]1[C@@H](CN(CC1)C=1OC(=C(N1)C(=O)OCCCC)C(C)C)OC (Butyl cis(±)-2-(4-amino-3-methoxypiperidin-1-yl)-5-isopropyl-1,3-oxazole-4-carboxylate). Isolated yield 96.1%. The reactants are C(C1=CC=CC=C1)OC(=O)N[C@@H]1[C@@H](CN(CC1)C=1OC(=C(N1)C(=O)OCCCC)C(C)C)OC (butyl cis(±)-2-(4-{[(benzyloxy)carbonyl]amino}-3-methoxypiperidin-1-yl)-5-isopropyl-1,3-oxazole-4-carboxylate). Starting materials: CCN=C=NCCCN(C)C, CCN(C(C)C)C(C)C, Clc1ccccc1NC1CCNCC1, Cl, Cl, Cl, CN(C)C=O, O, On1nnc2ccccc21, O=C(O)CNC(=O)c1ccc(Nc2ccccc2)nc1. The product is O=C(NCC(=O)N1CCC(Nc2ccccc2Cl)CC1)c1ccc(Nc2ccccc2)nc1. Reaction SMILES: [CH3:40][CH2:41][N:42]=[C:43]=[N:44][CH2:45][CH2:46][CH2:47][N:48]([CH3:49])[CH3:50].[CH:21]([N:22]([CH2:23][CH3:24])[CH:25]([CH3:26])[CH3:27])([CH3:28])[CH3:29].[Cl:54][c:55]1[c:56]([NH:61][CH:62]2[CH2:63][CH2:64][NH:65][CH2:66][CH2:67]2)[cH:57][cH:58][cH:59][cH:60]1.[ClH:51].[ClH:52].[ClH:53].[O:68]=[CH:69][N:70]([CH3:71])[CH3:72].[OH2:73].[OH:30][n:31]1[c:32]2[c:33]([cH:34][cH:35][cH:36][cH:37]2)[n:38][n:39]1.[c:1]1([NH:7][c:8]2[cH:9][cH:10][c:11]([C:14](=[O:15])[NH:16][CH2:17][C:18](=[O:19])[OH:20])[cH:12][n:13]2)[cH:2][cH:3][cH:4][cH:5][cH:6]1>>[c:1]1([NH:7][c:8]2[cH:9][cH:10][c:11]([C:14](=[O:15])[NH:16][CH2:17][C:18](=[O:20])[N:65]3[CH2:64][CH2:63][CH:62]([NH:61][c:56]4[c:55]([Cl:54])[cH:60][cH:59][cH:58][cH:57]4)[CH2:67][CH2:66]3)[cH:12][n:13]2)[cH:2][cH:3][cH:4][cH:5][cH:6]1. The yield is 90.0%. Reported procedure: Using a procedure similar to that described in Example 1, except using 2-amino-3-(4-chloro-6-trifluoromethyl-2H-benzotriazol-2-yl)-2-methylpropionitrile, described in Example 19, and 4-trifluoromethylthiobenzoyl chloride, the title compound was isolated as a white solid (0.45 g, 90%). Rf=0.6 (1:1 EA/heptane). MS (ES): M/Z [M+H]=508. 1H NMR: (400 MHz, DMSO-d6): 1.77 (s, 3H), 5.49-5.65 (m, 2H), 7.84-7.93 (m, 5H), 8.56 (d, J=1.1 Hz, 1H) and 8.95 (s, 1H). 19F NMR (376 MHz, DMSO-d6): −61.09 (s, 3F) a... The reactants are NC(C#N)(CN1N=C2C(=N1)C=C(C=C2Cl)C(F)(F)F)C (2-amino-3-(4-chloro-6-trifluoromethyl-2H-benzotriazol-2-yl)-2-methylpropionitrile), FC(C1=CC=C(C(=S)Cl)C=C1)(F)F (4-trifluoromethylthiobenzoyl chloride). Reaction SMILES: [NH2:1][C:2]([CH3:20])([CH2:5][N:6]1[N:10]=[C:9]2[CH:11]=[C:12]([C:16]([F:19])([F:18])[F:17])[CH:13]=[C:14]([Cl:15])[C:8]2=[N:7]1)[C:3]#[N:4].[F:21][C:22]([F:33])([F:32])[C:23]1[CH:31]=[CH:30][C:26]([C:27](Cl)=[S:28])=[CH:25][CH:24]=1>>[Cl:15][C:14]1[C:8]2[C:9](=[N:10][N:6]([CH2:5][C:2]([NH:1][C:27](=[S:28])[C:26]3[CH:25]=[CH:24][C:23]([C:22]([F:21])([F:32])[F:33])=[CH:31][CH:30]=3)([C:3]#[N:4])[CH3:20])[N:7]=2)[CH:11]=[C:12]([C:16]([F:18])([F:17])[F:19])[CH:13]=1. The product is ClC1=CC(=CC2=NN(N=C21)CC(C)(C#N)NC(C2=CC=C(C=C2)C(F)(F)F)=S)C(F)(F)F (N-[2-(4-Chloro-6-trifluoromethyl-2H-benzotriazol-2-yl)-1-cyano-1-methylethyl]-4-trifluoromethylthiobenzamide), solid. Reactants: COC1=C(CN2C(N(CC2)[C@H](C(=O)O)C(C)(C)C)=O)C=CC=C1 ((2S)-2-[3-(2-methoxybenzyl)-2-oxo-1-imidazolidinyl]-3,3-dimethylbutanoic acid), CCOP(=O)(OCC)ON1C(=O)C2=C(C=CC=C2)N=N1 (DEPBT), C(C)(C)N(C(C)C)CC (N,N-diisopropylethylamine), N[C@H]([C@H](C[C@H](CC1=CC=C(C=C1)C1=NC=CC=C1)NC(=O)[C@H](C(C)(C)C)NC(OC)=O)O)CC1=CC=CC=C1 (methyl(1S)-1-[({(1S,3S,4S)-4-amino-3-hydroxy-5-phenyl-1-[4-(2-pyridinyl)benzyl]pentyl}amino)carbonyl]-2,2-dimethylpropylcarbamate). Run in C1CCOC1 (THF). Conditions: temperature 25 celsius, time 2 hour. The product is O[C@@H](C[C@H](CC1=CC=C(C=C1)C1=NC=CC=C1)NC(=O)[C@H](C(C)(C)C)NC(OC)=O)[C@H](CC1=CC=CC=C1)NC([C@H](C(C)(C)C)N1C(N(CC1)CC1=C(C=CC=C1)OC)=O)=O (methyl(1S)-1-[({(1S,3S,4S)-3-hydroxy-4-({(2S)-2-[3-(2-methoxybenzyl)-2-oxo-1-imidazolidinyl]-3,3-dimethylbutanoyl}amino)-5-phenyl-1-[4-(2-pyridinyl)benzyl]pentyl}amino)carbonyl]-2,2-dimethylpropylcarbamate). The yield is 61.2%. As a reaction SMILES: [NH2:1][C@@H:2]([CH2:33][C:34]1[CH:39]=[CH:38][CH:37]=[CH:36][CH:35]=1)[C@@H:3]([OH:32])[CH2:4][C@@H:5]([NH:19][C:20]([C@@H:22]([NH:27][C:28](=[O:31])[O:29][CH3:30])[C:23]([CH3:26])([CH3:25])[CH3:24])=[O:21])[CH2:6][C:7]1[CH:12]=[CH:11][C:10]([C:13]2[CH:18]=[CH:17][CH:16]=[CH:15][N:14]=2)=[CH:9][CH:8]=1.[CH3:40][O:41][C:42]1[CH:62]=[CH:61][CH:60]=[CH:59][C:43]=1[CH2:44][N:45]1[CH2:49][CH2:48][N:47]([C@@H:50]([C:54]([CH3:57])([CH3:56])[CH3:55])[C:51](O)=[O:52])[C:46]1=[O:58].CCOP(ON1N=NC2C=CC=CC=2C1=O)(OCC)=O.C(N(CC)C(C)C)(C)C>C1COCC1>[OH:32][C@H:3]([C@@H:2]([NH:1][C:51](=[O:52])[C@@H:50]([N:47]1[CH2:48][CH2:49][N:45]([CH2:44][C:43]2[CH:59]=[CH:60][CH:61]=[CH:62][C:42]=2[O:41][CH3:40])[C:46]1=[O:58])[C:54]([CH3:57])([CH3:56])[CH3:55])[CH2:33][C:34]1[CH:35]=[CH:36][CH:37]=[CH:38][CH:39]=1)[CH2:4][C@@H:5]([NH:19][C:20]([C@@H:22]([NH:27][C:28](=[O:31])[O:29][CH3:30])[C:23]([CH3:26])([CH3:25])[CH3:24])=[O:21])[CH2:6][C:7]1[CH:12]=[CH:11][C:10]([C:13]2[CH:18]=[CH:17][CH:16]=[CH:15][N:14]=2)=[CH:9][CH:8]=1. Procedure details: A solution containing the product from Example 2C (0.025 g, 0.047 mmol) in THF (0.5 mL) was treated with the product from Example 75A (0.020 g, 0.062 mmol), DEPBT (0.021 g, 0.071 mmol), and N,N-diisopropylethylamine (0.041 mL, 0.235 mmol) and the mixture was stirred at 25° C. for 2 hours. The mixture was partitioned between ethyl acetate and 10% Na2CO3 solution. The organic phase was washed with additional 10% Na2CO3 solution and brine, dried over MgSO4, filtered and concentrated. The product wa... Reactants: CCN(C(C)C)C(C)C, C1COCCN1, COc1ccc2c(OCc3nnc4ccc(-c5ccc(C(=O)Cl)s5)nn34)ccnc2c1, ClCCl. Yields the product COc1ccc2c(OCc3nnc4ccc(-c5ccc(C(=O)N6CCOCC6)s5)nn34)ccnc2c1. RXN SMILES: [CH2:32]([N:33]([CH:34]([CH3:35])[CH3:36])[CH:37]([CH3:38])[CH3:39])[CH3:40].[CH2:41]1[CH2:42][O:43][CH2:44][CH2:45][NH:46]1.[CH3:1][O:2][c:3]1[cH:4][cH:5][c:6]2[c:7]([O:13][CH2:14][c:15]3[n:16][n:17][c:18]4[n:19]3[n:20][c:21](-[c:24]3[cH:25][cH:26][c:27]([C:29](=[O:30])[Cl:31])[s:28]3)[cH:22][cH:23]4)[cH:8][cH:9][n:10][c:11]2[cH:12]1.[Cl:47][CH2:48][Cl:49]>>[CH3:1][O:2][c:3]1[cH:4][cH:5][c:6]2[c:7]([O:13][CH2:14][c:15]3[n:16][n:17][c:18]4[n:19]3[n:20][c:21](-[c:24]3[cH:25][cH:26][c:27]([C:29](=[O:30])[N:46]5[CH2:41][CH2:42][O:43][CH2:44][CH2:45]5)[s:28]3)[cH:22][cH:23]4)[cH:8][cH:9][n:10][c:11]2[cH:12]1. Reactants: ClC1=CC=C(C=C1)C(C)N (racemic 1-(4-chloro-phenyl)ethylamine), ClCC(=O)OCC (ethyl chloroacetate). The solvent is C(C)(C)(C)OC (methyl tert-butyl ether). Run at time 1 hour. The product is ClC1=CC=C(C=C1)C(C)NC(CCl)=O (N-[1-(4-chloro-phenyl)-ethyl]chloroacetamide). Reaction SMILES: [Cl:1][C:2]1[CH:7]=[CH:6][C:5]([CH:8]([NH2:10])[CH3:9])=[CH:4][CH:3]=1.[Cl:11][CH2:12][C:13](OCC)=[O:14]>C(OC)(C)(C)C>[Cl:1][C:2]1[CH:7]=[CH:6][C:5]([CH:8]([NH:10][C:13](=[O:14])[CH2:12][Cl:11])[CH3:9])=[CH:4][CH:3]=1. Procedure: At room temperature, a solution of 4.67 g (0.03 mol) of racemic 1-(4-chloro-phenyl)ethylamine in 40 ml of methyl tert-butyl ether is admixed successively with stirring with 5.5 g (0.045 mol) of ethyl chloroacetate and 0.4 g of Novozym 435® (=immobilized lipase from Candida antarctica; 7300 U/g). Stirring is continued at room temperature and the progress of the reaction is monitored by gas chromatographic sample analysis. After 1 hour, a conversion of 51% is reached. At this stage, the reaction i...